This data is from the Open Reaction Database (ORD), a public repository of structured organic reaction records. The task is: describe an organic reaction: reactants, conditions, products, and yield The reactants are CN(C)C=O, COc1cc(C(C)C)c2c(c1)S(=O)(=O)N(CCl)C2=O, [Na], Sc1nnnn1-c1ccccc1. Product: COc1cc(C(C)C)c2c(c1)S(=O)(=O)N(CSc1nnnn1-c1ccccc1)C2=O. RXN SMILES: [CH3:33][N:34]([CH3:35])[CH:36]=[O:37].[Cl:1][CH2:2][N:3]1[S:4](=[O:5])(=[O:6])[c:7]2[cH:8][c:9]([O:18][CH3:19])[cH:10][c:11]([CH:15]([CH3:16])[CH3:17])[c:12]2[C:13]1=[O:14].[Na:20].[c:21]1(-[n:27]2[n:28][n:29][n:30][c:31]2[SH:32])[cH:22][cH:23][cH:24][cH:25][cH:26]1>>[CH2:2]([N:3]1[S:4](=[O:5])(=[O:6])[c:7]2[cH:8][c:9]([O:18][CH3:19])[cH:10][c:11]([CH:15]([CH3:16])[CH3:17])[c:12]2[C:13]1=[O:14])[S:32][c:31]1[n:27](-[c:21]2[cH:22][cH:23][cH:24][cH:25][cH:26]2)[n:28][n:29][n:30]1. Starting materials: CCOP(=O)(Cc1nc(N2CCN(C(=O)OC(C)(C)C)CC2)sc1C)OCC, COCOc1nn(-c2ccccc2)cc1C=O, [H-], [Na+], C1CCOC1, O. Product: COCOc1nn(-c2ccccc2)cc1C=Cc1nc(N2CCN(C(=O)OC(C)(C)C)CC2)sc1C. As a reaction SMILES: [CH2:1]([O:2][P:3]([O:4][CH2:5][CH3:6])(=[O:7])[CH2:9][c:10]1[n:11][c:12]([N:16]2[CH2:17][CH2:18][N:19]([C:22](=[O:23])[O:24][C:25]([CH3:26])([CH3:27])[CH3:28])[CH2:20][CH2:21]2)[s:13][c:14]1[CH3:15])[CH3:8].[CH3:31][O:32][CH2:33][O:34][c:35]1[n:36][n:37](-[c:42]2[cH:43][cH:44][cH:45][cH:46][cH:47]2)[cH:38][c:39]1[CH:40]=[O:41].[H-:29].[Na+:30].[O:49]1[CH2:50][CH2:51][CH2:52][CH2:53]1.[OH2:48]>>[CH:9]([c:10]1[n:11][c:12]([N:16]2[CH2:17][CH2:18][N:19]([C:22](=[O:23])[O:24][C:25]([CH3:26])([CH3:27])[CH3:28])[CH2:20][CH2:21]2)[s:13][c:14]1[CH3:15])=[CH:40][c:39]1[c:35]([O:34][CH2:33][O:32][CH3:31])[n:36][n:37](-[c:42]2[cH:43][cH:44][cH:45][cH:46][cH:47]2)[cH:38]1. The product is FC(F)(F)Oc1ccc(C2NCCc3ccccc32)cc1. Starting materials: NCCc1ccccc1, CN(C)C=O, Cl, O=C(O)c1ccc(OC(F)(F)F)cc1, O. Reaction SMILES: [CH2:1]([CH2:2][c:3]1[cH:4][cH:5][cH:6][cH:7][cH:8]1)[NH2:9].[CH3:26][N:27]([CH3:28])[CH:29]=[O:30].[ClH:24].[F:10][C:11]([O:12][c:13]1[cH:14][cH:15][c:16]([C:17]([OH:18])=[O:19])[cH:20][cH:21]1)([F:22])[F:23].[OH2:25]>>[CH2:1]1[CH2:2][c:3]2[cH:4][cH:5][cH:6][cH:7][c:8]2[CH:17]([c:16]2[cH:15][cH:14][c:13]([O:12][C:11]([F:10])([F:22])[F:23])[cH:21][cH:20]2)[NH:9]1. Starting materials: O (water), COC(CCCC(C1C[C@H]2[C@H](C[C@H]([C@@H]2\C=C\[C@H](CCCCC)OC2OCCCC2)OC2OCCCC2)O1)Br)=O ((13E)-(5RS,6RS,9α,11α,15S)-5-bromo-6,9-epoxy-11,15-bis(tetrahydropyran-2-yloxy)prost-13-enoic acid methyl ester), C1CCC2=NCCCN2CC1 (DBU), Cl (hydrochloric acid). Reaction conditions: temperature 0 celsius. The product is COC(CCCCC(C[C@H]1[C@H](C[C@H]([C@@H]1\C=C\[C@H](CCCCC)OC1OCCCC1)OC1OCCCC1)O)=O)=O ((13E)-(9α,11α,15S)-6-Oxo-9-hydroxy-11,15-bis(tetrahydropyran-2-yloxy)prost-13-enoic acid methyl ester). As a reaction SMILES: [CH3:1][O:2][C:3](=[O:39])[CH2:4][CH2:5][CH2:6][CH:7](Br)[CH:8]1[O:37][C@H:11]2[CH2:12][C@@H:13]([O:30][CH:31]3[CH2:36][CH2:35][CH2:34][CH2:33][O:32]3)[C@H:14](/[CH:15]=[CH:16]/[C@@H:17]([O:23][CH:24]3[CH2:29][CH2:28][CH2:27][CH2:26][O:25]3)[CH2:18][CH2:19][CH2:20][CH2:21][CH3:22])[C@H:10]2[CH2:9]1.C1CCN2C(=NCCC2)CC1.Cl.[OH2:52]>>[CH3:1][O:2][C:3](=[O:39])[CH2:4][CH2:5][CH2:6][CH2:7][C:8](=[O:52])[CH2:9][C@@H:10]1[C@@H:14](/[CH:15]=[CH:16]/[C@@H:17]([O:23][CH:24]2[CH2:29][CH2:28][CH2:27][CH2:26][O:25]2)[CH2:18][CH2:19][CH2:20][CH2:21][CH3:22])[C@H:13]([O:30][CH:31]2[CH2:36][CH2:35][CH2:34][CH2:33][O:32]2)[CH2:12][C@@H:11]1[OH:37]. Procedure: Under an atmosphere of nitrogen, a solution of 970 mg of (13E)-(5RS,6RS,9α,11α,15S)-5-bromo-6,9-epoxy-11,15-bis(tetrahydropyran-2-yloxy)prost-13-enoic acid methyl ester (prepared as described in Reference Example 1) and 2 ml of DBU was stirred at room temperature overnight, and then cooled to 0° C. 6 ml of water was added to the reaction mixture, which was then acidified to pH 1 with 1 N hydrochloric acid at 0° C., and extracted with ethyl acetate. The extract was washed with an aqueous solution... The reactants are Cl (HCl), BrC=1C=C(C=CC1)C=1C(N(C(=NC1C1=CC=NC=C1)SC)C)=O (5-(3-bromo-phenyl)-3-methyl-2-methylsulfanyl-6-pyridin-4-yl-3H-pyrimidin-4-one), O1CCOCC1 (dioxane), [OH-].[Na+] (NaOH). Solvent: O (H2O), O (H2O). Conditions: temperature 85 celsius, time 15 hour. Product: BrC=1C=C(C=CC1)C=1C(N(C(=NC1C1=CC=NC=C1)O)C)=O (5-(3-bromo-phenyl)-2-hydroxy-3-methyl-6-pyridin-4-yl-3H-pyrimidin-4-one). Reaction SMILES: [Br:1][C:2]1[CH:3]=[C:4]([C:8]2[C:9](=[O:23])[N:10]([CH3:22])[C:11](SC)=[N:12][C:13]=2[C:14]2[CH:19]=[CH:18][N:17]=[CH:16][CH:15]=2)[CH:5]=[CH:6][CH:7]=1.[O:24]1CCOCC1.[OH-].[Na+].Cl>O>[Br:1][C:2]1[CH:3]=[C:4]([C:8]2[C:9](=[O:23])[N:10]([CH3:22])[C:11]([OH:24])=[N:12][C:13]=2[C:14]2[CH:19]=[CH:18][N:17]=[CH:16][CH:15]=2)[CH:5]=[CH:6][CH:7]=1 |f:2.3|. Procedure: To a 250 mL RBF, was added 5-(3-bromo-phenyl)-3-methyl-2-methylsulfanyl-6-pyridin-4-yl-3H-pyrimidin-4-one (9.2 g, 23.7 mmol), 28 mL dioxane, and 24 mL 5 N NaOH in H2O. The mixture was warmed up to 85° C. and stirred for 15 h. The mixture was cooled down to 0° C. and neutralized with 1 N HCl in H2O until pH 5. White solid was precipitated. After filtration and washed with water, the 5-(3-bromo-phenyl)-2-hydroxy-3-methyl-6-pyridin-4-yl-3H-pyrimidin-4-one was obtained in 5.76 g as white powder. MS ... The reactants are [Al+3], COC(=O)CC1COC(C)(C)O1, CCOCC, [H-], [H-], [H-], [H-], [Li+], [Na+], [Na+], O, O, O, O, O, O, O, O, O, O, O=S(=O)([O-])[O-]. Product: CC1(C)OCC(CCO)O1. As a reaction SMILES: [Al+3:14].[CH3:1][C:2]1([CH3:12])[O:3][CH2:4][CH:5]([CH2:7][C:8](=[O:9])[O:10][CH3:11])[O:6]1.[CH3:36][CH2:37][O:38][CH2:39][CH3:40].[H-:13].[H-:16].[H-:17].[H-:18].[Li+:15].[Na+:34].[Na+:35].[OH2:19].[OH2:20].[OH2:21].[OH2:22].[OH2:23].[OH2:24].[OH2:25].[OH2:26].[OH2:27].[OH2:28].[S:29]([O-:30])([O-:31])(=[O:32])=[O:33]>>[CH3:1][C:2]1([CH3:12])[O:3][CH2:4][CH:5]([CH2:7][CH2:8][OH:9])[O:6]1. The reactants are CC(Cl)c1cccnc1, O=C(O)C(Cc1ccccc1)n1cnnn1. The reagents and catalysts are O=C([O-])[O-].[Cs+].[Cs+] (cesium carbonate), [I-].[K+] (potassium iodide). Solvent: CN(C)C=O (DMF), CN(C)C=O (dmf), CN(C)C=O (DMF). Run at temperature 70 celsius, time 16 hour. The product is CC(OC(=O)C(Cc1ccccc1)n1cnnn1)c1cccnc1. Yields the product COc1cc2nccc(Oc3ccc(NC(=O)Nc4cccc5ccccc45)c(Cl)c3)c2cc1OC. As a reaction SMILES: [CH3:37][OH:38].[CH:39]([Cl:40])([Cl:41])[Cl:42].[Cl:1][c:2]1[c:3]([NH2:4])[cH:5][cH:6][c:7]([O:9][c:10]2[cH:11][cH:12][n:13][c:14]3[cH:15][c:16]([O:22][CH3:23])[c:17]([O:20][CH3:21])[cH:18][c:19]23)[cH:8]1.[c:24]1([N:34]=[C:35]=[O:36])[cH:25][cH:26][cH:27][c:28]2[cH:29][cH:30][cH:31][cH:32][c:33]12>>[Cl:1][c:2]1[c:3]([NH:4][C:35]([NH:34][c:24]2[cH:25][cH:26][cH:27][c:28]3[cH:29][cH:30][cH:31][cH:32][c:33]23)=[O:36])[cH:5][cH:6][c:7]([O:9][c:10]2[cH:11][cH:12][n:13][c:14]3[cH:15][c:16]([O:22][CH3:23])[c:17]([O:20][CH3:21])[cH:18][c:19]23)[cH:8]1. The reactants are CO, ClC(Cl)Cl, COc1cc2nccc(Oc3ccc(N)c(Cl)c3)c2cc1OC, O=C=Nc1cccc2ccccc12. Reactants: COc2ccc1ccccc1c2 (substrate), C[Mg]Br (effective_coupling_partner). Conditions: temperature 80 celsius, time 20 minute. Yields the product Cc2ccc1ccccc1c2. Starting materials: C(C)C=1OCCN1 (2-ethyl-2-oxazoline), N1CCOCC1 (morpholine). The reagents and catalysts are C(C)(=O)[O-].[Zn+2].C(C)(=O)[O-] (zinc acetate). Yields the product N1(CCOCC1)CCNC(CC)=O (N-(2-morpholinylethyl)propionamide). The yield is 83.0%. Reaction SMILES: [CH2:1]([C:3]1[O:4][CH2:5][CH2:6][N:7]=1)[CH3:2].[NH:8]1[CH2:13][CH2:12][O:11][CH2:10][CH2:9]1>C([O-])(=O)C.[Zn+2].C([O-])(=O)C>[N:8]1([CH2:5][CH2:6][NH:7][C:3](=[O:4])[CH2:1][CH3:2])[CH2:13][CH2:12][O:11][CH2:10][CH2:9]1 |f:2.3.4|. Procedure details: Under the same conditions as Example 13, 2.5 gm (25 mmoles) of 2-ethyl-2-oxazoline, 2.2 gm (25 mmoles) of morpholine and 0.59 mg of zinc acetate are reacted to yield 83 percent N-(2-morpholinylethyl)propionamide.